This data is from the Open Reaction Database (ORD), a public repository of structured organic reaction records. The task is: describe an organic reaction: reactants, conditions, products, and yield Starting materials: COC=1C=C(C=CC1N1C=NC(=C1)OC)NC1=NC(=CC(=N1)C(C)=O)COCC(F)(F)F (1-(2-(3-methoxy-4-(4-methoxy-1H-imidazol-1-yl)phenylamino)-6-((2,2,2-trifluoroethoxy)methyl)pyrimidin-4-yl)ethanone), C(C)O (ethanol). Solvent: CC(=O)C (Acetone). Run at time 10 minute. Product: COC=1C=C(C=CC1N1C=NC(=C1)OC)NC1=NC(=CC(=N1)C(C)O)COCC(F)(F)F (1-(2-(3-Methoxy-4-(4-methoxy-1H-imidazol-1-yl)phenylamino)-6-((2,2,2-trifluoroethoxy)-methyl)pyrimidin-4-yl)ethanol). RXN SMILES: [CH3:1][O:2][C:3]1[CH:4]=[C:5]([NH:16][C:17]2[N:22]=[C:21]([C:23](=[O:25])[CH3:24])[CH:20]=[C:19]([CH2:26][O:27][CH2:28][C:29]([F:32])([F:31])[F:30])[N:18]=2)[CH:6]=[CH:7][C:8]=1[N:9]1[CH:13]=[C:12]([O:14][CH3:15])[N:11]=[CH:10]1.C(O)C>CC(C)=O>[CH3:1][O:2][C:3]1[CH:4]=[C:5]([NH:16][C:17]2[N:22]=[C:21]([CH:23]([OH:25])[CH3:24])[CH:20]=[C:19]([CH2:26][O:27][CH2:28][C:29]([F:30])([F:31])[F:32])[N:18]=2)[CH:6]=[CH:7][C:8]=1[N:9]1[CH:13]=[C:12]([O:14][CH3:15])[N:11]=[CH:10]1. Procedure: To a stirred solution of 1-(2-(3-methoxy-4-(4-methoxy-1H-imidazol-1-yl)phenylamino)-6-((2,2,2-trifluoroethoxy)methyl)pyrimidin-4-yl)ethanone (0.1 g, 0.22 mmol) in ethanol (5 mL) sodium borohydride (0.034 g, 0.89 mmol) was added. The mixture was stirred at rt for 10 min. Acetone (2 mL) was added and mixture was stirred for 20 min. The mixture was filtered, the filtrate was concentrated in vacuum and the residue was purified by preparative HPLC to give the title compound as a dry film, 50 mg (50%)... The reactants are BrC1=C(C(=C(N)C=C1)C)[N+](=O)[O-] (4-bromo-2-methyl-3-nitroaniline), CN(C)C=O (DMF), ice water, C=O (paraformaldehyde), C(=O)O (formic acid), CN(C)C=O (DMF). Conditions: time 2 hour. Yields the product CN(C1=C(C(=C(C=C1)Br)[N+](=O)[O-])C)C (N,N-dimethyl-4-bromo-2-methyl-3-nitroaniline). Reaction SMILES: C=O.C(O)=O.[Br:6][C:7]1[CH:13]=[CH:12][C:10](N)=[C:9](C)[C:8]=1[N+:15]([O-:17])=[O:16].[CH3:18][N:19]([CH:21]=O)[CH3:20]>>[CH3:18][N:19]([CH3:20])[C:21]1[CH:12]=[CH:13][C:7]([Br:6])=[C:8]([N+:15]([O-:17])=[O:16])[C:9]=1[CH3:10]. Procedure: 5.8 g of paraformaldehyde and 15 ml of formic acid are dissolved in 15 ml of DMF and heated to 90° C.-100° C. A solution of 18 g of 4-bromo-2-methyl-3-nitroaniline in 15 ml of DMF is added dropwise within 10 minutes. After 2hours, the mixture is added to about 600 ml of ice water and the aqueous phase is extracted with 300 ml of ether. The organic phase is washed with Na2CO3 (1M), filtered and evaporated down. The product is purified by chromatography (silica gel, eluant: petroleum ether/ethyl a... The reactants are C(C)OC(=O)C=1C=C2C(CC(NC2=CC1)C1=CC(=CC=C1)Br)(C)C (2-(3-bromo-phenyl)-4,4-dimethyl-1,2,3,4-tetrahydro-quinoline-6-carboxylic acid ethyl ester), CC1=C(C=CC(=C1)C)N1CCNCC1 (1-(2,4-dimethyl-phenyl)-piperazine), C([O-])([O-])=O.[Cs+].[Cs+] (cesium carbonate), C(C)(=O)OCC (ethyl acetate). Reagents/catalysts: C(C)(=O)[O-].[Pd+2].C(C)(=O)[O-] (palladium (II) acetate), CC1(C2=C(C(=CC=C2)P(C3=CC=CC=C3)C4=CC=CC=C4)OC5=C(C=CC=C51)P(C6=CC=CC=C6)C7=CC=CC=C7)C (xantphos). The solvent is C1(=CC=CC=C1)C (toluene). Reaction conditions: temperature 120 celsius. Product: C(C)OC(=O)C=1C=C2C(CC(NC2=CC1)C1=CC(=CC=C1)N1CCN(CC1)C1=C(C=C(C=C1)C)C)(C)C (2-{3-[4-(2,4-dimethyl-phenyl)-piperazin-1-yl]-phenyl}-4,4-dimethyl-1,2,3,4-tetrahydro-quinoline-6-carboxylic acid ethyl ester). Yield: 56.3%. Reaction SMILES: [CH2:1]([O:3][C:4]([C:6]1[CH:7]=[C:8]2[C:13](=[CH:14][CH:15]=1)[NH:12][CH:11]([C:16]1[CH:21]=[CH:20][CH:19]=[C:18](Br)[CH:17]=1)[CH2:10][C:9]2([CH3:24])[CH3:23])=[O:5])[CH3:2].[CH3:25][C:26]1[CH:31]=[C:30]([CH3:32])[CH:29]=[CH:28][C:27]=1[N:33]1[CH2:38][CH2:37][NH:36][CH2:35][CH2:34]1.C(=O)([O-])[O-].[Cs+].[Cs+].C(OCC)(=O)C>C1(C)C=CC=CC=1.C([O-])(=O)C.[Pd+2].C([O-])(=O)C.CC1(C)C2C(=C(P(C3C=CC=CC=3)C3C=CC=CC=3)C=CC=2)OC2C(P(C3C=CC=CC=3)C3C=CC=CC=3)=CC=CC1=2>[CH2:1]([O:3][C:4]([C:6]1[CH:7]=[C:8]2[C:13](=[CH:14][CH:15]=1)[NH:12][CH:11]([C:16]1[CH:21]=[CH:20][CH:19]=[C:18]([N:36]3[CH2:37][CH2:38][N:33]([C:27]4[CH:28]=[CH:29][C:30]([CH3:32])=[CH:31][C:26]=4[CH3:25])[CH2:34][CH2:35]3)[CH:17]=1)[CH2:10][C:9]2([CH3:24])[CH3:23])=[O:5])[CH3:2] |f:2.3.4,7.8.9|. Reported procedure: A mixture of 2-(3-bromo-phenyl)-4,4-dimethyl-1,2,3,4-tetrahydro-quinoline-6-carboxylic acid ethyl ester (0.39 g, 1.0 mmol), 1-(2,4-dimethyl-phenyl)-piperazine (0.29 g, 1.5 mmol), palladium (II) acetate (6.73 mg, 0.03 mmol), xantphos (23 mg, 0.04 mmol) and cesium carbonate (0.65, 2.0 mmol) in toluene (10 mL) was heated for 3 h at 120° C. After colling to room temperature, the mixture was treated with ethyl acetate (50 mL) and washed with water (20 mL). The organic layer was dried over anhydrous s... Starting materials: N(=O)[O-].[Na+] (Sodium nitrite), NC=1N=[N+](C2=C(N1)C=CC(=C2)O)[O-] (3-amino-7-hydroxybenzo[e][1,2,4]triazine 1-oxide), ice water. The solvent is C(=O)(C(F)(F)F)O (TFA). Run at temperature 20 celsius, time 3 hour. Yields the product OC=1N=[N+](C2=C(N1)C=CC(=C2)O)[O-] (3,7-dihydroxybenzo[e][1,2,4]triazine 1-oxide). As a reaction SMILES: N([O-])=[O:2].[Na+].N[C:6]1[N:7]=[N+:8]([O-:17])[C:9]2[CH:15]=[C:14]([OH:16])[CH:13]=[CH:12][C:10]=2[N:11]=1>C(O)(C(F)(F)F)=O>[OH:2][C:6]1[N:7]=[N+:8]([O-:17])[C:9]2[CH:15]=[C:14]([OH:16])[CH:13]=[CH:12][C:10]=2[N:11]=1 |f:0.1|. Reported procedure: Sodium nitrite (22 mmol) was added in small portions to a stirred solution of 3-amino-7-hydroxybenzo[e][1,2,4]triazine 1-oxide (20 mmol) in TFA (40 mL) at 5° C., and the solution stirred at 20° C. for 3 h. The solution was poured into ice/water (400 mL), stirred 30 min, filtered, washed with water (3×10 mL) and dried. Reactants: C1CCOC1, COC(=O)c1sc(C(=O)NCc2cccc(O)c2)cc1C#N, Cl, [Li+], [OH-], O, O. Yields the product N#Cc1cc(C(=O)NCc2cccc(O)c2)sc1C(=O)O. Reaction SMILES: [CH2:26]1[O:27][CH2:28][CH2:29][CH2:30]1.[CH3:1][O:2][C:3](=[O:4])[c:5]1[s:6][c:7]([C:12]([NH:13][CH2:14][c:15]2[cH:16][c:17]([OH:21])[cH:18][cH:19][cH:20]2)=[O:22])[cH:8][c:9]1[C:10]#[N:11].[ClH:31].[Li+:25].[OH-:24].[OH2:23].[OH2:32]>>[O:2]=[C:3]([OH:4])[c:5]1[s:6][c:7]([C:12]([NH:13][CH2:14][c:15]2[cH:16][c:17]([OH:21])[cH:18][cH:19][cH:20]2)=[O:22])[cH:8][c:9]1[C:10]#[N:11].